Dataset: the Open Reaction Database (ORD), a public repository of structured organic reaction records. Task: describe an organic reaction: reactants, conditions, products, and yield The reactants are [N+](=O)(O)[O-] (nitric acid), C1(=CC=CC=C1)COC1=CC=C(C=C1)O (4-phenylmethoxy-phenol), O (water). Run in C(C)(=O)O (acetic acid). The product is [N+](=O)([O-])C1=C(C=CC(=C1)OCC1=CC=CC=C1)O (2-nitro-4-phenylmethoxy-phenol). Yield: 70.5%. RXN SMILES: [C:1]1([CH2:7][O:8][C:9]2[CH:14]=[CH:13][C:12]([OH:15])=[CH:11][CH:10]=2)[CH:6]=[CH:5][CH:4]=[CH:3][CH:2]=1.[N+:16]([O-])([OH:18])=[O:17].O>C(O)(=O)C>[N+:16]([C:11]1[CH:10]=[C:9]([O:8][CH2:7][C:1]2[CH:2]=[CH:3][CH:4]=[CH:5][CH:6]=2)[CH:14]=[CH:13][C:12]=1[OH:15])([O-:18])=[O:17]. Procedure details: To 20 g (0.1 mole) of 4-phenylmethoxy-phenol in 200 ml acetic acid were added, dropwise at room temperature, 7.26 ml of nitric acid (d=1.4, 0.105 mole). 2 Hours after completion of the addition the reaction medium was poured onto cold water and extracted twice with 250 ml of methylene chloride. The organic phase was washed twice with 200 ml of water and dried over sodium sulfate. Then the solvent was evaporated and the residue flash chromatographed using ethyl acetate/heptane 30/70 as eluting so... The reactants are C(C1=CC=CC=C1)C(C(=O)[O-])OCCOC1OCCCC1 (Benzyl[2-(tetrahydro-2H-pyran-2-yloxy)ethoxy]acetate), CC=1C=CC(=CC1)S(=O)(=O)O (p-TsOH). Run in CO (methanol). The product is OCCOCC(=O)OCC1=CC=CC=C1 (Benzyl (2-hydroxyethoxy)acetate). Reaction SMILES: C([CH:8]([O:12][CH2:13][CH2:14][O:15]C1CCCCO1)[C:9]([O-:11])=[O:10])C1C=CC=CC=1.[CH3:22][C:23]1[CH:24]=[CH:25][C:26](S(O)(=O)=O)=[CH:27][CH:28]=1>CO>[OH:15][CH2:14][CH2:13][O:12][CH2:8][C:9]([O:11][CH2:22][C:23]1[CH:24]=[CH:25][CH:26]=[CH:27][CH:28]=1)=[O:10]. Reported procedure: To a stirred solution of THP-protected hydroxy ester 3 (2 g, 6.8 mmol) in methanol (80 ml) was added p-TsOH (80 mg, 1 mg/ml). The reaction mixture was stirred at room temperature for 45 nm, concentrated and diluted with EtOAc. Organic layer was washed twice with NaHCO3 and water, dried over MgSO4, filtered and concentrated. The obtained residue was either used without further purification for next step or, if needed, purified by flash chromatography on silica gel (EtOAc/pentane 1/1) to give hydr...